This data is from the Open Reaction Database (ORD), a public repository of structured organic reaction records. The task is: describe an organic reaction: reactants, conditions, products, and yield The reactants are CC(=O)O[BH-](OC(C)=O)OC(C)=O, CC(=O)O, N#Cc1ccc(C=O)cc1, COC(=O)C1CNC1, [Na+]. Product: COC(=O)C1CN(Cc2ccc(C#N)cc2)C1. RXN SMILES: [C:23]([O:24][BH-:25]([O:26][C:27](=[O:28])[CH3:29])[O:30][C:31](=[O:32])[CH3:33])(=[O:34])[CH3:35].[CH3:19][C:20](=[O:21])[OH:22].[CH:1](=[O:2])[c:3]1[cH:4][cH:5][c:6]([C:7]#[N:8])[cH:9][cH:10]1.[NH:11]1[CH2:12][CH:13]([C:15](=[O:16])[O:17][CH3:18])[CH2:14]1.[Na+:36]>>[CH2:1]([c:3]1[cH:4][cH:5][c:6]([C:7]#[N:8])[cH:9][cH:10]1)[N:11]1[CH2:12][CH:13]([C:15](=[O:16])[O:17][CH3:18])[CH2:14]1. Starting materials: C1(CC1)C1=C(C=NC=C1)N1C(NCC1)=O (1-(4-cyclopropylpyridin-3-yl)imidazolidin-2-one), BrC1=CC2=C(SC=C2)C=C1F (5-bromo-6-fluorobenzo[b]thiophene), CN[C@H]1[C@@H](CCCC1)NC (trans-N,N′-dimethylcyclohexane-1,2-diamine), P(=O)([O-])([O-])[O-].[K+].[K+].[K+] (potassium phosphate). The reagents and catalysts are [Cu](I)I (copper iodide). Solvent: O1CCOCC1 (1,4-dioxane). Product: C1(CC1)C1=C(C=NC=C1)N1C(N(CC1)C1=CC2=C(SC=C2)C=C1F)=O (1-(4-cyclopropylpyridin-3-yl)-3-(6-fluorobenzo-[b]thiophen-5-yl)imidazolidin-2-one). The yield is 5.7%. RXN SMILES: [CH:1]1([C:4]2[CH:9]=[CH:8][N:7]=[CH:6][C:5]=2[N:10]2[CH2:14][CH2:13][NH:12][C:11]2=[O:15])[CH2:3][CH2:2]1.Br[C:17]1[C:25]([F:26])=[CH:24][C:20]2[S:21][CH:22]=[CH:23][C:19]=2[CH:18]=1.CN[C@@H]1CCCC[C@H]1NC.P([O-])([O-])([O-])=O.[K+].[K+].[K+]>[Cu](I)I.O1CCOCC1>[CH:1]1([C:4]2[CH:9]=[CH:8][N:7]=[CH:6][C:5]=2[N:10]2[CH2:14][CH2:13][N:12]([C:17]3[C:25]([F:26])=[CH:24][C:20]4[S:21][CH:22]=[CH:23][C:19]=4[CH:18]=3)[C:11]2=[O:15])[CH2:3][CH2:2]1 |f:3.4.5.6|. Procedure: Using analogous reagents and reaction conditions as described in Example 1 above, 1-(4-cyclopropylpyridin-3-yl)imidazolidin-2-one (I-1d: 90 g, 0.443 mmol) was reacted with 5-bromo-6-fluorobenzo[b]thiophene (I-28d: 102 mg, 0.443 mmol), 1,4-dioxane (4 mL), copper iodide (9 mg, 0.044 mmol), trans-N,N′-dimethylcyclohexane-1,2-diamine (19 mg, 0.132 mmol) and potassium phosphate (282 mg, 1.329 mmol) to afford the crude product. Purification by preparative HPLC afforded 9 mg of the product (6% yield).